Task: describe an organic reaction: reactants, conditions, products, and yield. Dataset: the Open Reaction Database (ORD), a public repository of structured organic reaction records Reactants: CS(C)=O, COCC1COC(CBr)(c2ccc(Cl)cc2Cl)O1, [K+], [OH-], O, c1nc[nH]n1. The product is COCC1COC(Cn2cncn2)(c2ccc(Cl)cc2Cl)O1. RXN SMILES: [CH3:8][S:9]([CH3:10])=[O:11].[Cl:12][c:13]1[c:14]([C:20]2([CH2:28][Br:29])[O:21][CH2:22][CH:23]([CH2:25][O:26][CH3:27])[O:24]2)[cH:15][cH:16][c:17]([Cl:19])[cH:18]1.[K+:2].[OH-:1].[OH2:30].[nH:3]1[n:4][cH:5][n:6][cH:7]1>>[n:3]1([CH2:28][C:20]2([c:14]3[c:13]([Cl:12])[cH:18][c:17]([Cl:19])[cH:16][cH:15]3)[O:21][CH2:22][CH:23]([CH2:25][O:26][CH3:27])[O:24]2)[n:4][cH:5][n:6][cH:7]1.